Task: describe an organic reaction: reactants, conditions, products, and yield. Dataset: the Open Reaction Database (ORD), a public repository of structured organic reaction records Reactants: CN=C=O, Nc1ccc(Sc2nc3ccc(Cl)cc3s2)cc1, c1ccncc1. Yields the product CNC(=O)Nc1ccc(Sc2nc3ccc(Cl)cc3s2)cc1. Reaction SMILES: [CH3:1][N:2]=[C:3]=[O:4].[Cl:5][c:6]1[cH:7][c:8]2[c:9]([n:10][c:11]([S:13][c:14]3[cH:15][cH:16][c:17]([NH2:18])[cH:19][cH:20]3)[s:12]2)[cH:21][cH:22]1.[cH:23]1[cH:24][cH:25][n:26][cH:27][cH:28]1>>[CH3:1][NH:2][C:3](=[O:4])[NH:18][c:17]1[cH:16][cH:15][c:14]([S:13][c:11]2[n:10][c:9]3[c:8]([cH:7][c:6]([Cl:5])[cH:22][cH:21]3)[s:12]2)[cH:20][cH:19]1. The reactants are CI (Methyl iodide), C(C)(=O)NC=1C(=NON1)C=1C=NC=CC1 (3-(4-acetylamino-1,2,5-oxadiazol-3-yl)pyridine). Run in CC(=O)C (acetone). Run at time 18 hour. Yields the product [I-].C(C)(=O)NC=1C(=NON1)C=1C=[N+](C=CC1)C (3-(4-acetylamino-1,2,5-oxadiazol-3-yl)-1-methylpyridinium iodide). RXN SMILES: [CH3:1][I:2].[C:3]([NH:6][C:7]1[C:8]([C:12]2[CH:13]=[N:14][CH:15]=[CH:16][CH:17]=2)=[N:9][O:10][N:11]=1)(=[O:5])[CH3:4]>CC(C)=O>[I-:2].[C:3]([NH:6][C:7]1[C:8]([C:12]2[CH:13]=[N+:14]([CH3:1])[CH:15]=[CH:16][CH:17]=2)=[N:9][O:10][N:11]=1)(=[O:5])[CH3:4] |f:3.4|. Procedure details: Methyl iodide (450 μl, 7.2 mmol) was added to a solution of 3-(4-acetylamino-1,2,5-oxadiazol-3-yl)pyridine (490 mg, 2.4 mmol) in acetone. The reaction mixture was stirred at room temperature for 18 h and the precipitate collected by filtration. Yield: 640 mg (77%). Starting materials: C(C)OC(CN=C(C1=CC=CC=C1)C1=CC=CC=C1)=O ((benzhydrylidene-amino)-acetic acid ethyl ester), [H-].[Na+] (NaH), ClC1=NC(=NC(=C1)C)N1C=NC=C1 (4-chloro-2-imidazol-1-yl-6-methyl-pyrimidine), O (Water). Solvent: CS(=O)C (DMSO), CS(=O)C (DMSO). Run at time 5 minute. Product: C(C)OC(C(C1=NC(=NC(=C1)C)N1C=NC=C1)N=C(C1=CC=CC=C1)C1=CC=CC=C1)=O ((benzhydrylidene-amino)-(2-imidazol-1-yl-6-methyl-pyrimidin-4-yl)-acetic acid ethyl ester). Isolated yield 30.6%. As a reaction SMILES: [CH2:1]([O:3][C:4](=[O:20])[CH2:5][N:6]=[C:7]([C:14]1[CH:19]=[CH:18][CH:17]=[CH:16][CH:15]=1)[C:8]1[CH:13]=[CH:12][CH:11]=[CH:10][CH:9]=1)[CH3:2].[H-].[Na+].Cl[C:24]1[CH:29]=[C:28]([CH3:30])[N:27]=[C:26]([N:31]2[CH:35]=[CH:34][N:33]=[CH:32]2)[N:25]=1.O>CS(C)=O>[CH2:1]([O:3][C:4](=[O:20])[CH:5]([N:6]=[C:7]([C:14]1[CH:19]=[CH:18][CH:17]=[CH:16][CH:15]=1)[C:8]1[CH:9]=[CH:10][CH:11]=[CH:12][CH:13]=1)[C:24]1[CH:29]=[C:28]([CH3:30])[N:27]=[C:26]([N:31]2[CH:35]=[CH:34][N:33]=[CH:32]2)[N:25]=1)[CH3:2] |f:1.2|. Reported procedure: To a solution of (benzhydrylidene-amino)-acetic acid ethyl ester (2.67 g, 10.0 mmol) in DMSO (50 mL) was added NaH (600 mg of a 60% dispersion on mineral oil, 15.0 mmol) slowly at r.t. under nitrogen and the mixture was stirred for 5 min. Then a solution of 4-chloro-2-imidazol-1-yl-6-methyl-pyrimidine (1.95 g, 10.0 mmol) in DMSO (15 mL) was added and the reaction mixture stirred at r.t overnight. Water was added and the solution was extracted with ethyl acetate, washed with brine and dried over ... The reactants are ClC1=C(C=CC=C1)C(CC(=O)C=1C=NC(=CC1)OC)C1CCN(CC1)C (3-(2-chloro-phenyl)-1-(6-methoxy-pyridin-3-yl)-3-(1-methyl-piperidin-4-yl)-propan-1-one), Cl (HCl). Solvent: O1CCOCC1 (1,4-dioxane). Product: ClC1=C(C=CC=C1)C(CC(=O)C=1C=CC(NC1)=O)C1CCN(CC1)C (5-[3-(2-Chloro-phenyl)-3-(1-methyl-piperidin-4-yl)-propionyl]-1H-pyridin-2-one). Reaction SMILES: [Cl:1][C:2]1[CH:7]=[CH:6][CH:5]=[CH:4][C:3]=1[CH:8]([CH:20]1[CH2:25][CH2:24][N:23]([CH3:26])[CH2:22][CH2:21]1)[CH2:9][C:10]([C:12]1[CH:13]=[N:14][C:15]([O:18]C)=[CH:16][CH:17]=1)=[O:11].Cl>O1CCOCC1>[Cl:1][C:2]1[CH:7]=[CH:6][CH:5]=[CH:4][C:3]=1[CH:8]([CH:20]1[CH2:25][CH2:24][N:23]([CH3:26])[CH2:22][CH2:21]1)[CH2:9][C:10]([C:12]1[CH:17]=[CH:16][C:15](=[O:18])[NH:14][CH:13]=1)=[O:11]. Reported procedure: In analogy to example 162, step 2, 3-(2-chloro-phenyl)-1-(6-methoxy-pyridin-3-yl)-3-(1-methyl-piperidin-4-yl)-propan-1-one was reacted with concentrated aqueous HCl in 1,4-dioxane to give the title compound as a colorless foam, MS (ESI+): m/z=359.2 [M+H]+. The reactants are COC=1C=C(C=CC1)O (3-(methyloxy)phenol), [H-].[Na+] (NaH), O (water), COCBr (bromomethyl methyl ether). Solvent: O1CCCC1 (tetrahydrofurane). Run at time 1 hour. Yields the product COC1=CC(=CC=C1)OCOC (1-(methyloxy)-3-{[(methyloxy)methyl]oxy}benzene). Isolated yield 79.8%. RXN SMILES: [CH3:1][O:2][C:3]1[CH:4]=[C:5]([OH:9])[CH:6]=[CH:7][CH:8]=1.[H-].[Na+].[CH3:12][O:13][CH2:14]Br.O>O1CCCC1>[CH3:1][O:2][C:3]1[CH:8]=[CH:7][CH:6]=[C:5]([O:9][CH2:12][O:13][CH3:14])[CH:4]=1 |f:1.2|. Reported procedure: To a solution of 3-(methyloxy)phenol (10.38 g, 84 mmol) in tetrahydrofurane (100 ml, SCRC) was added NaH (60% wt., 1.824 g, 76 mmol, Aldrich) portionwise under ice-cooling. The reaction mixture was stirred at room temperature for 1 hour and bromomethyl methyl ether (9.5 g, 76 mmol, SCRC) was then added. The resulting mixture was stirred at room temperature for 2 hours and water (50 ml) was added. The reaction mixture was extracted with ethyl acetate (2 times 50 ml, SCRC) and the combined organic...